From a dataset of the Open Reaction Database (ORD), a public repository of structured organic reaction records. describe an organic reaction: reactants, conditions, products, and yield Starting materials: Cc1cccnc1CCCCN, CN(C)Cc1cncc(Cc2cnc(N[N+](=O)[O-])[nH]c2=O)c1. Yields the product Cc1cccnc1CCCCNc1ncc(Cc2cncc(CN(C)C)c2)c(=O)[nH]1. RXN SMILES: [CH3:1][c:2]1[c:3]([CH2:8][CH2:9][CH2:10][CH2:11][NH2:12])[n:4][cH:5][cH:6][cH:7]1.[N+:13]([NH:14][c:17]1[n:18][cH:19][c:20]([CH2:24][c:25]2[cH:26][n:27][cH:28][c:29]([CH2:31][N:32]([CH3:33])[CH3:34])[cH:30]2)[c:21](=[O:23])[nH:22]1)([O-:15])=[O:16]>>[CH3:1][c:2]1[c:3]([CH2:8][CH2:9][CH2:10][CH2:11][NH:12][c:17]2[n:18][cH:19][c:20]([CH2:24][c:25]3[cH:26][n:27][cH:28][c:29]([CH2:31][N:32]([CH3:33])[CH3:34])[cH:30]3)[c:21](=[O:23])[nH:22]2)[n:4][cH:5][cH:6][cH:7]1. RXN SMILES: [C:19]([Si:20]([c:21]1[cH:22][cH:23][cH:59][cH:60][cH:61]1)([O:24][CH2:25][CH2:26][O:27][CH2:28][CH:29]([C:30](=[O:31])[NH:32][c:33]1[n:34][cH:35][c:36]([CH3:39])[cH:37][cH:38]1)[O:40][c:41]1[c:42]2[c:43]([n:44][cH:45][n:46]1)[n:47](-[c:50]1[c:51]([Cl:58])[cH:52][cH:53][cH:54][c:55]1[C:56]#[N:57])[n:48][cH:49]2)[c:62]1[cH:63][cH:64][cH:65][cH:66][cH:67]1)([CH3:68])([CH3:69])[CH3:70].[CH2:71]1[O:72][CH2:73][CH2:74][CH2:75]1.[CH3:2][CH2:3][CH2:4][CH2:5][N+:6]([CH2:7][CH2:8][CH2:9][CH3:10])([CH2:11][CH2:12][CH2:13][CH3:14])[CH2:15][CH2:16][CH2:17][CH3:18].[F-:1]>>[OH:24][CH2:25][CH2:26][O:27][CH2:28][CH:29]([C:30](=[O:31])[NH:32][c:33]1[n:34][cH:35][c:36]([CH3:39])[cH:37][cH:38]1)[O:40][c:41]1[c:42]2[c:43]([n:44][cH:45][n:46]1)[n:47](-[c:50]1[c:51]([Cl:58])[cH:52][cH:53][cH:54][c:55]1[C:56]#[N:57])[n:48][cH:49]2. Yields the product Cc1ccc(NC(=O)C(COCCO)Oc2ncnc3c2cnn3-c2c(Cl)cccc2C#N)nc1. Reactants: Cc1ccc(NC(=O)C(COCCO[Si](c2ccccc2)(c2ccccc2)C(C)(C)C)Oc2ncnc3c2cnn3-c2c(Cl)cccc2C#N)nc1, C1CCOC1, CCCC[N+](CCCC)(CCCC)CCCC, [F-].